This data is from the Open Reaction Database (ORD), a public repository of structured organic reaction records. The task is: describe an organic reaction: reactants, conditions, products, and yield As a reaction SMILES: [C:35]([CH3:36])([CH3:37])([CH3:38])[Mg+:39].[CH2:41]1[O:42][CH2:43][CH2:44][CH2:45]1.[CH3:1][O:2][c:3]1[cH:4][cH:5][c:6]([NH:9][c:10]2[n:11][cH:12][c:13]([CH:14]=[O:15])[cH:16][c:17]2-[c:18]2[c:19]3[n:20][cH:21][n:22]([CH:28]4[O:29][CH2:30][CH2:31][CH2:32][CH2:33]4)[c:23]3[n:24][c:25]([CH3:27])[n:26]2)[cH:7][n:8]1.[CH3:46][OH:47].[Cl-:34].[ClH:40]>>[CH3:1][O:2][c:3]1[cH:4][cH:5][c:6]([NH:9][c:10]2[n:11][cH:12][c:13]([CH:14]([OH:15])[C:35]([CH3:36])([CH3:37])[CH3:38])[cH:16][c:17]2-[c:18]2[c:19]3[n:20][cH:21][n:22]([CH:28]4[O:29][CH2:30][CH2:31][CH2:32][CH2:33]4)[c:23]3[n:24][c:25]([CH3:27])[n:26]2)[cH:7][n:8]1. The reactants are CC(C)(C)[Mg+], C1CCOC1, COc1ccc(Nc2ncc(C=O)cc2-c2nc(C)nc3c2ncn3C2CCCCO2)cn1, CO, [Cl-], Cl. Yields the product COc1ccc(Nc2ncc(C(O)C(C)(C)C)cc2-c2nc(C)nc3c2ncn3C2CCCCO2)cn1. Reactants: O (water), C1(CC1)C=1C=C(N)C=CC1F (3-cyclopropyl-4-fluoro-aniline), ClC(=O)OC1=CC=CC=C1 (phenyl chloroformate), N1=CC=CC=C1 (pyridine). Solvent: C(Cl)Cl (DCM). Run at temperature 25 celsius, time 4 hour. Yields the product C1(CC1)C=1C=C(C=CC1F)NC(OC1=CC=CC=C1)=O (phenyl N-(3-cyclopropyl-4-fluoro-phenyl)carbamate). Isolated yield 32.5%. RXN SMILES: [CH:1]1([C:4]2[CH:5]=[C:6]([CH:8]=[CH:9][C:10]=2[F:11])[NH2:7])[CH2:3][CH2:2]1.Cl[C:13]([O:15][C:16]1[CH:21]=[CH:20][CH:19]=[CH:18][CH:17]=1)=[O:14].N1C=CC=CC=1.O>C(Cl)Cl>[CH:1]1([C:4]2[CH:5]=[C:6]([NH:7][C:13](=[O:14])[O:15][C:16]3[CH:21]=[CH:20][CH:19]=[CH:18][CH:17]=3)[CH:8]=[CH:9][C:10]=2[F:11])[CH2:3][CH2:2]1. Reported procedure: Add 3-cyclopropyl-4-fluoro-aniline (600 mg, 3.97 mmol), phenyl chloroformate (620 mg, 3.97 mmol) and pyridine (314 mg, 3.97 mmol) in DCM (30 mL), stir at room temperature (25° C.) for 4 hrs. After the reaction is complete, add water (15 mL), extract with EtOAc (15 mL×2), combine the organic layers, wash with 1M HCl solution (15 mL) and brine (15 mL) sequentially, dry over anhydrous Na2SO4. Concentrate under reduced pressure to give a crude product (350 mg) which is used directly without further ... The reactants are ClC=1C=C(C2=C(N1)N(N=C2C)C(C)C)C(=O)NCC=2C(NC(=CC2C)C)=O (6-chloro-N-[(4,6-dimethyl-2-oxo-1,2-dihydro-3-pyridinyl)methyl]-3-methyl-1-(1-methylethyl)-1H-pyrazolo[3,4-b]pyridine-4-carboxamide), CN1CCN(CC1)C1=NC=C(C=C1)B1OC(C(O1)(C)C)(C)C (1-methyl-4-[5-(4,4,5,5-tetramethyl-1,3,2-dioxaborolan-2-yl)-2-pyridinyl]piperazine), C([O-])([O-])=O.[Na+].[Na+] (sodium carbonate). Reagents/catalysts: Cl[Pd]([P](C1=CC=CC=C1)(C2=CC=CC=C2)C3=CC=CC=C3)([P](C4=CC=CC=C4)(C5=CC=CC=C5)C6=CC=CC=C6)Cl (Bis(triphenylphosphine)palladium(II) chloride). The solvent is CS(=O)C (DMSO). Product: CC1=C(C(NC(=C1)C)=O)CNC(=O)C=1C2=C(N=C(C1)C=1C=NC(=CC1)N1CCN(CC1)C)N(N=C2C)C(C)C (N-[(4,6-Dimethyl-2-oxo-1,2-dihydro-3-pyridinyl)methyl]-3-methyl-1-(1-methylethyl)-6-[6-(4-methyl-1-piperazinyl)-3-pyridinyl]-1H-pyrazolo[3,4-b]pyridine-4-carboxamide). Reaction SMILES: Cl[C:2]1[CH:3]=[C:4]([C:15]([NH:17][CH2:18][C:19]2[C:20](=[O:27])[NH:21][C:22]([CH3:26])=[CH:23][C:24]=2[CH3:25])=[O:16])[C:5]2[C:10]([CH3:11])=[N:9][N:8]([CH:12]([CH3:14])[CH3:13])[C:6]=2[N:7]=1.[CH3:28][N:29]1[CH2:34][CH2:33][N:32]([C:35]2[CH:40]=[CH:39][C:38](B3OC(C)(C)C(C)(C)O3)=[CH:37][N:36]=2)[CH2:31][CH2:30]1.C(=O)([O-])[O-].[Na+].[Na+]>Cl[Pd](Cl)([P](C1C=CC=CC=1)(C1C=CC=CC=1)C1C=CC=CC=1)[P](C1C=CC=CC=1)(C1C=CC=CC=1)C1C=CC=CC=1.CS(C)=O>[CH3:25][C:24]1[CH:23]=[C:22]([CH3:26])[NH:21][C:20](=[O:27])[C:19]=1[CH2:18][NH:17][C:15]([C:4]1[C:5]2[C:10]([CH3:11])=[N:9][N:8]([CH:12]([CH3:14])[CH3:13])[C:6]=2[N:7]=[C:2]([C:38]2[CH:37]=[N:36][C:35]([N:32]3[CH2:31][CH2:30][N:29]([CH3:28])[CH2:34][CH2:33]3)=[CH:40][CH:39]=2)[CH:3]=1)=[O:16] |f:2.3.4,^1:58,77|. Procedure details: To a 10-mL microwave vial were added 6-chloro-N-[(4,6-dimethyl-2-oxo-1,2-dihydro-3-pyridinyl)methyl]-3-methyl-1-(1-methylethyl)-1H-pyrazolo[3,4-b]pyridine-4-carboxamide (70 mg, 0.180 mmol),1-methyl-4-[5-(4,4,5,5-tetramethyl-1,3,2-dioxaborolan-2-yl)-2-pyridinyl]piperazine (71.1 mg, 0.235 mmol), DMSO (2.0 mL) and sodium carbonate (0.271 mL, 0.541 mmol) and the mixture was degassed for 10 min under nitrogen. Bis(triphenylphosphine)palladium(II) chloride (10.13 mg, 0.014 mmol) was added and the cont... The reactants are [H-].[Na+] (sodium hydride), BrC1=NC2=C(N1)C=CC=C2 (2-bromo-1H-benzimidazole), S(=O)(=O)(OCC)OCC (diethyl sulfate). The solvent is O1CCCC1 (tetrahydrofuran). Product: BrC1=NC2=C(N1CC)C=CC=C2 (2-Bromo-1-ethyl-1H-benzimidazole). The yield is 91.9%. As a reaction SMILES: [Br:1][C:2]1[NH:6][C:5]2[CH:7]=[CH:8][CH:9]=[CH:10][C:4]=2[N:3]=1.[H-].[Na+].S(OCC)(O[CH2:17][CH3:18])(=O)=O>O1CCCC1>[Br:1][C:2]1[N:6]([CH2:17][CH3:18])[C:5]2[CH:7]=[CH:8][CH:9]=[CH:10][C:4]=2[N:3]=1 |f:1.2|. Procedure: To a flask were added 4 g 2-bromo-1H-benzimidazole and 60 ml tetrahydrofuran, and the mixture was cooled to 10 C. To this mixture was added 1.2 g of 60% sodium hydride in mineral oil in small portions, and after stirring at 10 C for ten minutes, 4.7 g of diethyl sulfate were added. The reaction mixture was heated to 40 C for several hours, then cooled to 22 C and quenched with 100 ml water. The product was extracted twice with 50 ml ethyl acetate and following removal of the solvent, the product...